Dataset: the Open Reaction Database (ORD), a public repository of structured organic reaction records. Task: describe an organic reaction: reactants, conditions, products, and yield Starting materials: CC(C)(C)OC(=O)n1nc(-c2cc3ccc(O[Si](C)(C)C(C)(C)C)cc3n2C(=O)OC(C)(C)C)c2sc(-c3ccccc3)cc21, CCCC[N+](CCCC)(CCCC)CCCC, [F-], C1CCOC1. Yields the product CC(C)(C)OC(=O)n1nc(-c2cc3ccc(O)cc3n2C(=O)OC(C)(C)C)c2sc(-c3ccccc3)cc21. RXN SMILES: [C:1]([CH3:2])([CH3:3])([CH3:4])[O:5][C:6](=[O:7])[n:8]1[c:9](-[c:25]2[c:26]3[c:27]([n:28]([C:30](=[O:31])[O:32][C:33]([CH3:34])([CH3:35])[CH3:36])[n:29]2)[cH:37][c:38](-[c:40]2[cH:41][cH:42][cH:43][cH:44][cH:45]2)[s:39]3)[cH:10][c:11]2[cH:12][cH:13][c:14]([O:17][Si:18]([C:19]([CH3:20])([CH3:21])[CH3:22])([CH3:23])[CH3:24])[cH:15][c:16]12.[CH3:47][CH2:48][CH2:49][CH2:50][N+:51]([CH2:52][CH2:53][CH2:54][CH3:55])([CH2:56][CH2:57][CH2:58][CH3:59])[CH2:60][CH2:61][CH2:62][CH3:63].[F-:46].[O:64]1[CH2:65][CH2:66][CH2:67][CH2:68]1>>[C:1]([CH3:2])([CH3:3])([CH3:4])[O:5][C:6](=[O:7])[n:8]1[c:9](-[c:25]2[c:26]3[c:27]([n:28]([C:30](=[O:31])[O:32][C:33]([CH3:34])([CH3:35])[CH3:36])[n:29]2)[cH:37][c:38](-[c:40]2[cH:41][cH:42][cH:43][cH:44][cH:45]2)[s:39]3)[cH:10][c:11]2[cH:12][cH:13][c:14]([OH:17])[cH:15][c:16]12. Starting materials: [H][H] (hydrogen), [Si](C)(C)(C(C)(C)C)OCCN1C(C(C2=C(C3=C1N=CC=C3)C=CC=C2)=NO)=O (5-[2-(tert-butyl(dimethyl)silyl)oxyethyl]-7-hydroxyimino-pyrido[2,3-d][3]benzazepin-6-one). Reagents/catalysts: [Ni] (Raney nickel). The solvent is O1CCCC1 (tetrahydrofuran). Conditions: temperature 62.5 celsius, time 24 hour. Product: NC1C(N(C2=C(C3=C1C=CC=C3)C=CC=N2)CCO[Si](C)(C)C(C)(C)C)=O (7-Amino-5-[2-(tert-butyl(dimethyl)silyl)oxyethyl]-7H-pyrido[2,3-d][3]benzazepin-6-one). Isolated yield 98.3%. RXN SMILES: [Si:1]([O:8][CH2:9][CH2:10][N:11]1[C:17]2[N:18]=[CH:19][CH:20]=[CH:21][C:16]=2[C:15]2[CH:22]=[CH:23][CH:24]=[CH:25][C:14]=2[C:13](=[N:26]O)[C:12]1=[O:28])([C:4]([CH3:7])([CH3:6])[CH3:5])([CH3:3])[CH3:2].[H][H]>[Ni].O1CCCC1>[NH2:26][CH:13]1[C:14]2[CH:25]=[CH:24][CH:23]=[CH:22][C:15]=2[C:16]2[CH:21]=[CH:20][CH:19]=[N:18][C:17]=2[N:11]([CH2:10][CH2:9][O:8][Si:1]([C:4]([CH3:6])([CH3:5])[CH3:7])([CH3:2])[CH3:3])[C:12]1=[O:28]. Reported procedure: Combine 5-[2-(tert-butyl(dimethyl)silyl)oxyethyl]-7-hydroxyimino-pyrido[2,3-d][3]benzazepin-6-one (206.0 g, 0.52 mol) and tetrahydrofuran (2.3 L) into an autoclave under an atmosphere of nitrogen. Add Raney nickel (232.0 g, 1.13 wt/wt equivalents) to the reaction mixture and introduce hydrogen atmosphere (87 psi). Stir the reaction mixture at 60-65° C. for 24 hours. Filter the mixture over diatomaceous earth and wash the filter aid with tetrahydrofuran (500 mL). Concentrate the filtrate to obtai... Reactants: CCOC([O-])([O-])[O-], C1CNCCNCCNCCN1, CCO, Cl, Cl, Cl, Cl, C1CCCCNNNNCCC1. The product is C1CN2CCN3CC[N+](=C23)CCN1, [Cl-]. As a reaction SMILES: [C:29]([O-:30])([O-:31])([O-:32])[O:33][CH2:34][CH3:35].[CH2:1]1[CH2:2][NH:3][CH2:4][CH2:5][NH:6][CH2:7][CH2:8][NH:9][CH2:10][CH2:11][NH:12]1.[CH2:36]([OH:37])[CH3:38].[ClH:13].[ClH:14].[ClH:15].[ClH:16].[NH:17]1[CH2:18][CH2:19][CH2:20][CH2:22][CH2:23][CH2:24][CH2:25][CH2:21][NH:26][NH:27][NH:28]1>>[CH2:1]1[CH2:2][NH:3][CH2:4][CH2:5][N+:6]2=[C:21]3[N:9]([CH2:8][CH2:7]2)[CH2:10][CH2:11][N:12]13.[Cl-:13].